The task is: describe an organic reaction: reactants, conditions, products, and yield. This data is from the Open Reaction Database (ORD), a public repository of structured organic reaction records. Starting materials: CNC(=O)C1=C(C=C(C=C1)F)NC2=CC(=NC=C2Cl)Cl, CC1=NN(C=C1N)C.Cl.Cl. The reagents and catalysts are C(=O)([O-])[O-].[Cs+].[Cs+], CC1(C2=C(C(=CC=C2)P(C3=CC=CC=C3)C4=CC=CC=C4)OC5=C1C=CC=C5P(C6=CC=CC=C6)C7=CC=CC=C7)C, CC(=O)O.CC(=O)O.[Pd]. The solvent is C1COCCO1. Reaction conditions: temperature 100 celsius. Yields the product CC1=NN(C=C1NC2=NC=C(C(=C2)NC3=C(C=CC(=C3)F)C(=O)NC)Cl)C. Yield: 3.9%. Reported procedure: 2-(2,5-dichloropyridin-4-ylamino)-4-fluoro-N-methylbenzamide (165 mg, 0.53 mmol), 1,3-dimethyl-1H-pyrazol-4-amine dihydrochloride (193 mg, 1.05 mmol), cesium carbonate (376 mg, 1.16 mmol), (9,9-dimethyl-9H-xanthene-4,5-diyl)bis(diphenylphosphine) (48.6 mg, 0.08 mmol) and diacetoxypalladium (9.43 mg, 0.04 mmol) were suspended in dioxane (3 mL) and sealed into a tube. The reaction was degased, purged with nitrogen and heated to 100 °C for 16 hours => _reaction not complete._ (9,9-dimethyl-9H-xanth... RXN SMILES: [Cl:1][C:2]1[C:11]([C:12]([C:14]2[CH:15]=[N:16][N:17]([CH2:20][CH3:21])[C:18]=2[OH:19])=[O:13])=[CH:10][C:9]([CH3:22])=[C:8]2[C:3]=1[C:4](=[O:27])[C:5]([CH3:26])([CH3:25])[CH2:6][S:7]2(=[O:24])=[O:23].C(=O)([O-])[O-].[K+].[K+].[C:34]1([CH3:44])[CH:39]=[CH:38][C:37]([S:40](Cl)(=[O:42])=[O:41])=[CH:36][CH:35]=1>O.[Cl-].C([N+](CC)(CC)CC)C1C=CC=CC=1.ClCCl>[Cl:1][C:2]1[C:11]([C:12]([C:14]2[CH:15]=[N:16][N:17]([CH2:20][CH3:21])[C:18]=2[O:19][S:40]([C:37]2[CH:38]=[CH:39][C:34]([CH3:44])=[CH:35][CH:36]=2)(=[O:42])=[O:41])=[O:13])=[CH:10][C:9]([CH3:22])=[C:8]2[C:3]=1[C:4](=[O:27])[C:5]([CH3:26])([CH3:25])[CH2:6][S:7]2(=[O:23])=[O:24] |f:1.2.3,6.7|. Starting materials: ClC1=C2C(C(CS(C2=C(C=C1C(=O)C=1C=NN(C1O)CC)C)(=O)=O)(C)C)=O (5-chloro-6-(1-ethyl-5-hydroxypyrazol-4-yl)carbonyl-3,3,8-trimethylthiochroman-4-one-1,1-dioxide), C([O-])([O-])=O.[K+].[K+] (potassium carbonate), C1(=CC=C(C=C1)S(=O)(=O)Cl)C (p-toluenesulfonyl chloride). Solvent: ClCCl (dichloromethane), O (water), O (water). Isolated yield 82.0%. Yields the product ClC1=C2C(C(CS(C2=C(C=C1C(=O)C=1C=NN(C1OS(=O)(=O)C1=CC=C(C=C1)C)CC)C)(=O)=O)(C)C)=O (5-Chloro-6-(1-ethyl-5-(4-methylphenylsulfonyloxy)pyrazol-4-yl)carbonyl-3,3,8-trimethylthiochroman-4-one-1,1-dioxide). The reagents and catalysts are [Cl-].C(C1=CC=CC=C1)[N+](CC)(CC)CC (benzyltriethylammonium chloride). Conditions: time 15 hour. Procedure details: 0.60 Gram (1.46 mmol) of 5-chloro-6-(1-ethyl-5-hydroxypyrazol-4-yl)carbonyl-3,3,8-trimethylthiochroman-4-one-1,1-dioxide was dissolved in 7 ml of dicholoromethane. Separately, 0.25 g (1.81 mmol) of potassium carbonate was dissolved in 7 ml of water, and these two solutions were mixed. Then, 0.34 g(1.78 mmol) of p-toluenesulfonyl chloride was added. Further, a small amount (about 20 mg) of benzyltriethylammonium chloride was added, and the mixture was stirred at room temperature for about 15 hour... Reactants: C(C)(=O)C1=C(N=CS1)C (5-acetyl-4-methylthiazole), BrC1=COC=C1 (3-Bromofuran), C(CCC)[Li] (n-butyllithium), O (water). The solvent is C(C)OCC (diethylether), C(C)OCC (diethylether), C(C)OCC (diethylether). Conditions: time 1 hour. Product: O1C=C(C=C1)C(C)(O)C1=C(N=CS1)C (1-(3-Furyl)-1-(4-methyl-5-thiazolyl)ethanol). As a reaction SMILES: Br[C:2]1[CH:6]=[CH:5][O:4][CH:3]=1.C([Li])CCC.[C:12]([C:15]1[S:19][CH:18]=[N:17][C:16]=1[CH3:20])(=[O:14])[CH3:13].O>C(OCC)C>[O:4]1[CH:5]=[CH:6][C:2]([C:12]([C:15]2[S:19][CH:18]=[N:17][C:16]=2[CH3:20])([OH:14])[CH3:13])=[CH:3]1. Reported procedure: 3-Bromofuran (6.8 g) in diethylether (15 ml) was added dropwise to n-butyllithium (2.5M solution in hexane, 18.4 ml) in diethylether (20 ml) at -70° C. under a nitrogen atmosphere. After 1 hour, 5-acetyl-4-methylthiazole (5 g) in diethylether (15 ml) was added dropwise. After a further 3 hours at -70° C., the mixture was allowed to warm to room temperature and was then left overnight. The mixture was poured into water and extracted with diethylether. The product thus obtained was crystallised fr... Reactants: CCN1CCCC(CC2(O)CCNCC2)C1, CN(C)C=O, CCN(C(C)C)C(C)C, O=C=Nc1ccc(Cl)c(Cl)c1, ClCCl, Cl, Cl. Yields the product CCN1CCCC(CC2(O)CCN(C(=O)Nc3ccc(Cl)c(Cl)c3)CC2)C1. As a reaction SMILES: [CH2:3]([CH3:4])[N:5]1[CH2:6][CH:7]([CH2:11][C:12]2([OH:18])[CH2:13][CH2:14][NH:15][CH2:16][CH2:17]2)[CH2:8][CH2:9][CH2:10]1.[CH3:28][N:29]([CH3:30])[CH:31]=[O:32].[CH:19]([N:20]([CH:21]([CH3:22])[CH3:23])[CH2:24][CH3:25])([CH3:26])[CH3:27].[Cl:33][c:34]1[cH:35][c:36]([N:41]=[C:42]=[O:43])[cH:37][cH:38][c:39]1[Cl:40].[Cl:44][CH2:45][Cl:46].[ClH:1].[ClH:2]>>[CH2:3]([CH3:4])[N:5]1[CH2:6][CH:7]([CH2:11][C:12]2([OH:18])[CH2:13][CH2:14][N:15]([C:42]([NH:41][c:36]3[cH:35][c:34]([Cl:33])[c:39]([Cl:40])[cH:38][cH:37]3)=[O:43])[CH2:16][CH2:17]2)[CH2:8][CH2:9][CH2:10]1. Starting materials: [N+](=O)([O-])C1=C(N)C=CC=C1 (2-nitroaniline), C1(C=2C(C(=O)O1)=CC=CC2)=O (phthalic anhydride). The solvent is C(C)(=O)O (acetic acid). Reaction conditions: time 16 hour. Yields the product [N+](=O)([O-])C1=C(C=CC=C1)N1C(C2=CC=CC=C2C1=O)=O (2-(2-nitrophenyl)isoindole-1,3-dione). The yield is 121.2%. Reaction SMILES: [N+:1]([C:4]1[CH:10]=[CH:9][CH:8]=[CH:7][C:5]=1[NH2:6])([O-:3])=[O:2].[C:11]1(=O)[O:16][C:14](=[O:15])[C:13]2=[CH:17][CH:18]=[CH:19][CH:20]=[C:12]12>C(O)(=O)C>[N+:1]([C:4]1[CH:10]=[CH:9][CH:8]=[CH:7][C:5]=1[N:6]1[C:14](=[O:15])[C:13]2[C:12](=[CH:20][CH:19]=[CH:18][CH:17]=2)[C:11]1=[O:16])([O-:3])=[O:2]. Reported procedure: To a mixture of 2-nitroaniline (1 g, 7.23 mmol) in acetic acid (5 mL) was added phthalic anhydride (1.29 g, 8.7 mmol) followed by stirring at ambient temperature for 16 h. The mixture was then heated at reflux for 20 h. Upon cooling, a yellow precipitate formed and was collected by filtration. The filtrate was washed with acetic acid and was dried under a under a stream of air to give 2.35 g (100%) of 2-(2-nitrophenyl)isoindole-1,3-dione: 1H NMR (300 MHz, DMSO-d6) δ 8.21 (m, 1H), 8.02–7.95 (m, 5... The reactants are NC1CC2CCC(C1)N2C (3-amino-8-methyl-8-azabicyclo[3.2.1]octane), C1(=CC=CC=C1)C=1OC2=C(N1)C=CC=C2C(=O)O (2-phenylbenzoxazole-7-carboxylic acid). The product is CN1C2CC(CC1CC2)NC(=O)C2=CC=CC=1N=C(OC12)C1=CC=CC=C1 (N-(8-Methyl-8-azabicyclo[3.2.1]oct-3-yl)-2-phenylbenzoxazole-7-carboxamide). Isolated yield 57.0%. RXN SMILES: [NH2:1][CH:2]1[CH2:8][CH:7]2[N:9]([CH3:10])[CH:4]([CH2:5][CH2:6]2)[CH2:3]1.[C:11]1([C:17]2[O:18][C:19]3[C:25]([C:26](O)=[O:27])=[CH:24][CH:23]=[CH:22][C:20]=3[N:21]=2)[CH:16]=[CH:15][CH:14]=[CH:13][CH:12]=1>>[CH3:10][N:9]1[CH:7]2[CH2:6][CH2:5][CH:4]1[CH2:3][CH:2]([NH:1][C:26]([C:25]1[C:19]3[O:18][C:17]([C:11]4[CH:16]=[CH:15][CH:14]=[CH:13][CH:12]=4)=[N:21][C:20]=3[CH:22]=[CH:23][CH:24]=1)=[O:27])[CH2:8]2. Procedure: N-(8-Methyl-8-azabicyclo[3.2.1]oct-3-yl)-2-phenylbenzoxazole-7-carboxamide was prepared from 3-amino-8-methyl-8-azabicyclo[3.2.1]octane and 2-phenylbenzoxazole-7-carboxylic acid using conditions similar to those described for Step C in Example 7. This compound was obtained in 57% yield as a white solid: mp 164-166° C.; 1H NMR (300 MHz, CH3OD) δ 8.25 (dd, J=8.1, 1.8 Hz, 2H), 7.90 (dd, J=8.1, 1.2 Hz, 1H), 7.80 (d, J=7.5 Hz, 1H), 7.64-7.58 (m, 3H), 7.50 (t, J=7.8 Hz, 1H), 4.25 (t, J=5.0 Hz, 1H), 3.... Reactants: CCN1CCC(O)(c2cccc3[nH]ccc23)CC1, CCO, Cl. Yields the product CCN1CC=C(c2cccc3[nH]ccc23)CC1. RXN SMILES: [CH2:1]([CH3:2])[N:3]1[CH2:4][CH2:5][C:6]([OH:9])([c:10]2[c:11]3[cH:12][cH:13][nH:14][c:15]3[cH:16][cH:17][cH:18]2)[CH2:7][CH2:8]1.[CH3:20][CH2:21][OH:22].[ClH:19]>>[CH2:1]([CH3:2])[N:3]1[CH2:4][CH:5]=[C:6]([c:10]2[c:11]3[cH:12][cH:13][nH:14][c:15]3[cH:16][cH:17][cH:18]2)[CH2:7][CH2:8]1. The solvent is C(Cl)Cl (CH2Cl2). The reagents and catalysts are CN(C)C=O (DMF). The yield is 23.9%. Procedure: The title compound was prepared following the procedure described in Example-1 using N4-(4,4-difluorocyclohexyl)-2-methylquinazoline-4,8-diamine (Intermediate-53, 100 mg, 0.342 mmol), 6-chloro-2-fluoro-3-(pivalamidomethyl)benzoic acid (Intermediate-2, 147 mg, 0.513 mmol), oxalyl chloride (97 mg, 0.77 mmol), DMF (1 drop) and DIPEA (132 mg, 1.026 mmol) in CH2Cl2 (3 mL) to afford 46 mg of the title product. 1H NMR (400 MHz, DMSO-d6): δ 10.25 (s, 1H), 8.68 (d, J=7.6 Hz, 1H), 8.18-8.15 (t, J=5.8 Hz, ... RXN SMILES: [F:1][C:2]1([F:21])[CH2:7][CH2:6][CH:5]([NH:8][C:9]2[C:18]3[C:13](=[C:14]([NH2:19])[CH:15]=[CH:16][CH:17]=3)[N:12]=[C:11]([CH3:20])[N:10]=2)[CH2:4][CH2:3]1.[Cl:22][C:23]1[C:28]([C:29](O)=[O:30])=[C:27]([F:32])[C:26]([CH2:33][NH:34][C:35](=[O:40])[C:36]([CH3:39])([CH3:38])[CH3:37])=[CH:25][CH:24]=1.C(Cl)(=O)C(Cl)=O.CCN(C(C)C)C(C)C>CN(C=O)C.C(Cl)Cl>[Cl:22][C:23]1[C:28]([C:29]([NH:19][C:14]2[CH:15]=[CH:16][CH:17]=[C:18]3[C:13]=2[N:12]=[C:11]([CH3:20])[N:10]=[C:9]3[NH:8][CH:5]2[CH2:6][CH2:7][C:2]([F:1])([F:21])[CH2:3][CH2:4]2)=[O:30])=[C:27]([F:32])[C:26]([CH2:33][NH:34][C:35](=[O:40])[C:36]([CH3:38])([CH3:37])[CH3:39])=[CH:25][CH:24]=1. Reactants: FC1(CCC(CC1)NC1=NC(=NC2=C(C=CC=C12)N)C)F (N4-(4,4-difluorocyclohexyl)-2-methylquinazoline-4,8-diamine), CCN(C(C)C)C(C)C (DIPEA), ClC1=CC=C(C(=C1C(=O)O)F)CNC(C(C)(C)C)=O (6-chloro-2-fluoro-3-(pivalamidomethyl)benzoic acid), C(C(=O)Cl)(=O)Cl (oxalyl chloride). Product: ClC1=CC=C(C(=C1C(=O)NC=1C=CC=C2C(=NC(=NC12)C)NC1CCC(CC1)(F)F)F)CNC(C(C)(C)C)=O (6-Chloro-N-(4-((4,4-difluorocyclohexyl)amino)-2-methylquinazolin-8-yl)-2-fluoro-3-(pivalamidomethyl)benzamide). The reactants are OC1=C(C(=O)OC)C=CC(=C1)SCC (methyl 2-hydroxy-4-(ethylthio)benzoate), C(=O)(OC(C)(C)C)N1CCC(CC1)O (1-Boc-4-hydroxy-piperidine). The product is C(C)(C)(C)OC(=O)N1CCC(CC1)OC1=C(C(=O)OC)C=CC(=C1)SCC (Methyl 2-(1-t-Butoxycarbonylpiperidin-4-yloxy)-4-(ethylthio)benzoate). The yield is 46.0%. Reaction SMILES: [OH:1][C:2]1[CH:11]=[C:10]([S:12][CH2:13][CH3:14])[CH:9]=[CH:8][C:3]=1[C:4]([O:6][CH3:7])=[O:5].[C:15]([N:22]1[CH2:27][CH2:26][CH:25](O)[CH2:24][CH2:23]1)([O:17][C:18]([CH3:21])([CH3:20])[CH3:19])=[O:16]>>[C:18]([O:17][C:15]([N:22]1[CH2:27][CH2:26][CH:25]([O:1][C:2]2[CH:11]=[C:10]([S:12][CH2:13][CH3:14])[CH:9]=[CH:8][C:3]=2[C:4]([O:6][CH3:7])=[O:5])[CH2:24][CH2:23]1)=[O:16])([CH3:21])([CH3:19])[CH3:20]. Procedure: Using a method similar to Example 1-D, methyl 2-hydroxy-4-(ethylthio)benzoate and 1-Boc-4-hydroxy-piperidine gave the title compound (5.0 g, 12.64 mmol 46%).